Task: describe an organic reaction: reactants, conditions, products, and yield. Dataset: the Open Reaction Database (ORD), a public repository of structured organic reaction records Reactants: OC1=C(C=NC2=CC=CC=C12)[N+](=O)[O-] (4-hydroxy-3-nitroquinoline), C(CC(C)C)N (isoamylamine). Yields the product CC(CCNC1=C(C=NC2=CC=CC=C12)[N+](=O)[O-])C (4-(3-Methylbutylamino)-3-nitroquinoline). RXN SMILES: O[C:2]1[C:11]2[C:6](=[CH:7][CH:8]=[CH:9][CH:10]=2)[N:5]=[CH:4][C:3]=1[N+:12]([O-:14])=[O:13].[CH2:15]([NH2:20])[CH2:16][CH:17]([CH3:19])[CH3:18]>>[CH3:18][CH:17]([CH3:19])[CH2:16][CH2:15][NH:20][C:2]1[C:11]2[C:6](=[CH:7][CH:8]=[CH:9][CH:10]=2)[N:5]=[CH:4][C:3]=1[N+:12]([O-:14])=[O:13]. Procedure: Using the general method of Example 41, 4-hydroxy-3-nitroquinoline (19 g, 0.10 mole) was chlorinated and then reacted with isoamylamine (10.5 g, 0.12 mole) to provide the crude product as a yellow solid. This solid was recrystallized from hexane to provide the desired product as a solid, m.p. 99°-100° C. Starting materials: C(C)OC(C[N+]#[C-])=O (isocyanoacetic acid ethyl ester), C(=O)C=C (acrolein). The reagents and catalysts are [Cu-]=O (copper(I) oxide). Run in C1=CC=CC=C1 (benzene), C1=CC=CC=C1 (benzene). Reaction conditions: time 1 hour. Yields the product C(C)OC(=O)C1N=COC1C=C (5-vinyl-2-oxazoline-4-carboxylic acid ethyl ester). RXN SMILES: [CH2:1]([O:3][C:4](=[O:8])[CH2:5][N+:6]#[C-:7])[CH3:2].[CH:9]([CH:11]=[CH2:12])=[O:10]>C1C=CC=CC=1.[Cu-]=O>[CH2:1]([O:3][C:4]([CH:5]1[CH:9]([CH:11]=[CH2:12])[O:10][CH:7]=[N:6]1)=[O:8])[CH3:2]. Reported procedure: 1.6 g of red copper(I) oxide are added to 200 ml of benzene. With intensivestirring, a solution of 140 g of isocyanoacetic acid ethyl ester and 84 g of freshly distilled acrolein in 200 ml of benzene are added dropwise to this suspension within a period of 10 minutes. During the course of this addition the reaction temperature is maintained between 30° and 32° by cooling with ice. When the addition is complete the mixture is maintained at 30°-32° until the exothermic reaction has subsided, and t... The reactants are C1CCOC1 (THF), C(O)([O-])=O.[Na+] (sodium hydrogen carbonate), S(=O)([O-])S(=O)[O-].[Na+].[Na+] (sodium dithionite), C(C)(C)(C)OC(=O)N1N=CC2=C(C(=C(C=C12)OC)[N+](=O)[O-])NC1=C(C=C(C=C1)I)F (4-(2-fluoro-4-iodo-phenylamino)-6-methoxy-5-nitro-indazole-1-carboxylic acid tert-butyl ester). Run in O (water), O1CCOCC1 (dioxane). Run at time 18 hour. Yields the product C(C)(C)(C)OC(=O)N1N=CC2=C(C(=C(C=C12)OC)N)NC1=C(C=C(C=C1)I)F (5-Amino-4-(2-fluoro-4-iodo-phenylamino)-6-methoxy-indazole-1-carboxylic acid tert-butyl ester). The yield is 69.2%. RXN SMILES: S(S([O-])=O)([O-])=O.[Na+].[Na+].[C:9]([O:13][C:14]([N:16]1[C:24]2[C:19](=[C:20]([NH:30][C:31]3[CH:36]=[CH:35][C:34]([I:37])=[CH:33][C:32]=3[F:38])[C:21]([N+:27]([O-])=O)=[C:22]([O:25][CH3:26])[CH:23]=2)[CH:18]=[N:17]1)=[O:15])([CH3:12])([CH3:11])[CH3:10].C1COCC1.C(=O)([O-])O.[Na+]>O.O1CCOCC1>[C:9]([O:13][C:14]([N:16]1[C:24]2[C:19](=[C:20]([NH:30][C:31]3[CH:36]=[CH:35][C:34]([I:37])=[CH:33][C:32]=3[F:38])[C:21]([NH2:27])=[C:22]([O:25][CH3:26])[CH:23]=2)[CH:18]=[N:17]1)=[O:15])([CH3:12])([CH3:10])[CH3:11] |f:0.1.2,5.6|. Reported procedure: A suspension of sodium dithionite (524 mg, 3.48 mmol) and 4-(2-fluoro-4-iodo-phenylamino)-6-methoxy-5-nitro-indazole-1-carboxylic acid tert-butyl ester (434 mg, 0.87 mmol) in water (10 mL) was treated with a 1:1 mixture of THF:dioxane (10 mL). The homogeneous reaction mixture stirred at room temperature for 18 hours. The reaction mixture was basified by the addition of saturated aqueous sodium hydrogen carbonate and then extracted twice with ethyl acetate. The combined organic extracts were wash... Yields the product C=C(CC(=O)N1CCOCC1)C(=O)O. Reaction SMILES: [C:7]1(=[O:14])[C:8](=[CH2:9])[CH2:10][C:11](=[O:12])[O:13]1.[CH2:1]1[CH2:2][O:3][CH2:4][CH2:5][NH:6]1>>[CH2:1]1[CH2:2][O:3][CH2:4][CH2:5][N:6]1[C:11]([CH2:10][C:8]([C:7](=[O:13])[OH:14])=[CH2:9])=[O:12]. Reactants: C=C1CC(=O)OC1=O, C1COCCN1. Reactants: Intermediate 1, C(C)(C)(C)OC(=O)N1CCNCC1 (piperazine-1-carboxylic acid tert-butyl ester), O1[C@H](C1)COS(=O)(=O)C1=CC(=CC=C1)[N+](=O)[O-] ((R)-(−)-3-nitro-benzenesulfonic acid oxiranylmethyl ester). Yields the product C(C)(C)(C)OC(=O)N1CCN(CC1)C[C@@H]1OC1 ((S)-4-Oxiranylmethyl-piperazine-1-carboxylic acid tert-butyl ester). The yield is 70.0%. RXN SMILES: [C:1]([O:5][C:6]([N:8]1[CH2:13][CH2:12][NH:11][CH2:10][CH2:9]1)=[O:7])([CH3:4])([CH3:3])[CH3:2].[O:14]1[CH2:16][C@@H:15]1[CH2:17]OS(C1C=CC=C([N+]([O-])=O)C=1)(=O)=O>>[C:1]([O:5][C:6]([N:8]1[CH2:13][CH2:12][N:11]([CH2:17][C@H:15]2[CH2:16][O:14]2)[CH2:10][CH2:9]1)=[O:7])([CH3:4])([CH3:2])[CH3:3]. Procedure: The same method as employed in the preparation of Intermediate 1 but starting from piperazine-1-carboxylic acid tert-butyl ester and (R)-(−)-3-nitro-benzenesulfonic acid oxiranylmethyl ester gives after flash chromatography the title compound as a yellow oil in a 70% yield.